This data is from the Open Reaction Database (ORD), a public repository of structured organic reaction records. The task is: describe an organic reaction: reactants, conditions, products, and yield Reactants: C(=O)(C(F)(F)F)O (TFA), n-hexanes, [Si](C)(C)(C)C=[N+]=[N-] (TMS-diazomethane), C(C=C)(=O)OC(C)(C)C (t-butyl acrylate). Run in C(Cl)Cl (DCM), C1(=CC=CC=C1)C (toluene). The product is N1N=CCC1C(=O)OC(C)(C)C (1,1-dimethylethyl 4,5-dihydro-1H-pyrazole-5-carboxylate). The yield is 41.1%. As a reaction SMILES: [C:1]([O:5][C:6]([CH3:9])([CH3:8])[CH3:7])(=[O:4])[CH:2]=[CH2:3].[Si]([CH:14]=[N+:15]=[N-:16])(C)(C)C.C(O)(C(F)(F)F)=O>C1(C)C=CC=CC=1.C(Cl)Cl>[NH:16]1[CH:2]([C:1]([O:5][C:6]([CH3:9])([CH3:8])[CH3:7])=[O:4])[CH2:3][CH:14]=[N:15]1. Reported procedure: To a solution of t-butyl acrylate (17 g, 133 mmol) dissolved in toluene (200 mL) and n-hexanes (200 mL) was added TMS-diazomethane (99 mL, 199 mmol) over 10 minutes. After 1 h the reaction mixture was concentrated and the residue diluted with DCM (300 mL) and TFA (20.44 mL, 265 mmol) was added slowly over 15 minutes. After 30 minutes the reaction mixture was concentrated, basified with 1N NaOH and extracted into DCM (400 mL). The organic layer was dried over anhydrous sodium sulfate, filtered, c...